From a dataset of the Open Reaction Database (ORD), a public repository of structured organic reaction records. describe an organic reaction: reactants, conditions, products, and yield The reactants are [Al+3], C1CCOC1, [H-], [H-], [H-], [H-], [Li+], [Na+], [OH-], O, O, O=S(=O)(O)O, O=C(O)CCc1c[nH]c2ccccc12. Product: OCCCc1c[nH]c2ccccc12. As a reaction SMILES: [Al+3:2].[CH2:29]1[O:30][CH2:31][CH2:32][CH2:33]1.[H-:1].[H-:4].[H-:5].[H-:6].[Li+:3].[Na+:28].[OH-:27].[OH2:21].[OH2:34].[S:22](=[O:23])(=[O:24])([OH:25])[OH:26].[nH:7]1[cH:8][c:9]([CH2:16][CH2:17][C:18](=[O:19])[OH:20])[c:10]2[cH:11][cH:12][cH:13][cH:14][c:15]12>>[nH:7]1[cH:8][c:9]([CH2:16][CH2:17][CH2:18][OH:19])[c:10]2[cH:11][cH:12][cH:13][cH:14][c:15]12. Starting materials: C(#CC(=O)OCC)C(=O)OCC (diethyl acetylenedicarboxylate), C(#N)C1=NC=CC=C1 (2-cyanopyridine), Cl.CNO (N-methylhydroxylamine hydrochloride), C([O-])([O-])=O.[Na+].[Na+] (sodium carbonate). Run in C(C)(=O)OCC (ethyl acetate), O.C(C)O (water ethanol). Run at time 5 minute. Yields the product C(C)OC(=O)C1(N=C(N(O1)C)C1=NC=CC=C1)CC(=O)OC (5-Methoxycarbonylmethyl-2-methyl-3-pyridin-2-yl-2,5-dihydro-[1,2,4]oxadiazole-5-carboxylic acid ethyl ester). Yield: 111.8%. RXN SMILES: [C:1]([C:3]1[CH:8]=[CH:7][CH:6]=[CH:5][N:4]=1)#[N:2].Cl.[CH3:10][NH:11][OH:12].C(=O)([O-])[O-].[Na+].[Na+].[C:19]([C:26]([O:28][CH2:29]C)=[O:27])#[C:20][C:21]([O:23][CH2:24][CH3:25])=[O:22]>C(OCC)(=O)C.O.C(O)C>[CH2:24]([O:23][C:21]([C:20]1([CH2:19][C:26]([O:28][CH3:29])=[O:27])[O:12][N:11]([CH3:10])[C:1]([C:3]2[CH:8]=[CH:7][CH:6]=[CH:5][N:4]=2)=[N:2]1)=[O:22])[CH3:25] |f:1.2,3.4.5,8.9|. Procedure details: To a stirred solution of 2-cyanopyridine (2.08 g, 20 mmol) and N-methylhydroxylamine hydrochloride (1.66 g, 20 mmol) in 1:1 water/ethanol (30 mL) was added sodium carbonate (1.04 g, 10 mmol) in small portions. LCMS analysis after 5 min indicated that the reaction was complete. To this was added diethyl acetylenedicarboxylate (3.2 mL, 20 mmol) and the reaction mixture stirred for additional 20 min at room temperature. LCMS analysis of the resulting dark-green reaction showed that the reaction was... Reactants: crude product, C(C=C)[Mg]Br (allylmagnesium bromide), Cl (hydrochloric acid), BrC1=CC=C(C=C1)[SiH2]OCC(CC=C)CC=C (1-bromo-4-(diallylethoxysilyl)benzene), [Br-].[Br-].C1(=CC=CC=C1)P(C1=CC=CC=C1)C1=CC=CC=C1 (triphenylphosphine dibromide), CCCCCC.C(C)(=O)OCC (hexane ethyl acetate). The solvent is C(C)OCC (diethyl ether), O (water), ClCCl (dichloromethane). Run at time 12 hour. Yields the product BrC1=CC=C(C=C1)[Si](CC=C)(CC=C)CC=C (1-bromo-4-(triallylsilyl)benzene). Yield: 87.0%. Reaction SMILES: [Br-].[Br-].[C:3]1(P(C2C=CC=CC=2)C2C=CC=CC=2)[CH:8]=CC=C[CH:4]=1.[Br:22][C:23]1[CH:28]=[CH:27][C:26]([SiH2:29]OCC(CC=C)CC=C)=[CH:25][CH:24]=1.[CH2:39]([Mg]Br)[CH:40]=[CH2:41].Cl.[CH3:45][CH2:46][CH2:47]CCC.C(OCC)(=O)C>O.C(OCC)C.ClCCl>[Br:22][C:23]1[CH:24]=[CH:25][C:26]([Si:29]([CH2:47][CH:46]=[CH2:45])([CH2:39][CH:40]=[CH2:41])[CH2:8][CH:3]=[CH2:4])=[CH:27][CH:28]=1 |f:0.1.2,6.7|. Procedure details: To triphenylphosphine dibromide (447.5 mg, 1.060 mmol), distilled dichloromethane (5 ml) was added under a nitrogen atmosphere and dissolved. Then a solution prepared by dissolving 1-bromo-4-(diallylethoxysilyl)benzene (11) (300 mg, 0.9637 mmol) into distilled dichloromethane (1.5 ml) was added and stirred at room temperature for 12 hours. After stirring, diethyl ether solution of 1M allylmagnesium bromide (1.156 ml, 1.156 mmol) was added dropwise and stirred at room temperature for 5 hours. The... Reactants: CC1(C)SCN(CCCCBr)C1=O, CN(C)C=O, Fc1ccc2c(N3CCNCC3)n[nH]c2c1, [K+], [K+], O=C([O-])[O-], O. Yields the product CC1(C)SCN(CCCCN2CCN(c3n[nH]c4cc(F)ccc34)CC2)C1=O. As a reaction SMILES: [Br:23][CH2:24][CH2:25][CH2:26][CH2:27][N:28]1[CH2:29][S:30][C:31]([CH3:34])([CH3:35])[C:32]1=[O:33].[CH3:36][N:37]([CH3:38])[CH:39]=[O:40].[F:1][c:2]1[cH:3][cH:4][c:5]2[c:6]([N:11]3[CH2:12][CH2:13][NH:14][CH2:15][CH2:16]3)[n:7][nH:8][c:9]2[cH:10]1.[K+:17].[K+:18].[O-:19][C:20]([O-:21])=[O:22].[OH2:41]>>[F:1][c:2]1[cH:3][cH:4][c:5]2[c:6]([N:11]3[CH2:12][CH2:13][N:14]([CH2:24][CH2:25][CH2:26][CH2:27][N:28]4[CH2:29][S:30][C:31]([CH3:34])([CH3:35])[C:32]4=[O:33])[CH2:15][CH2:16]3)[n:7][nH:8][c:9]2[cH:10]1. The reactants are Cc1ccc(S(=O)(=O)OC2CC(C(=O)O)N(C(=O)OCc3ccccc3)C2)cc1, OC12CC3CC(CC(C3)C1)C2, CN(C)C=O, [H-], [Na+], c1ccccc1. Product: O=C(O)C1CC(C23CC4CC(CC(C4)C2)C3)CN1C(=O)OCc1ccccc1. As a reaction SMILES: [C:19](=[O:20])([O:21][CH2:22][c:23]1[cH:24][cH:25][cH:26][cH:27][cH:28]1)[N:29]1[CH:30]([C:31](=[O:32])[OH:33])[CH2:34][CH:35]([O:37][S:38]([c:39]2[cH:40][cH:41][c:42]([CH3:43])[cH:44][cH:45]2)(=[O:46])=[O:47])[CH2:36]1.[C:1]12([OH:11])[CH2:2][CH:3]3[CH2:4][CH:5]([CH2:6][CH:7]([CH2:8]1)[CH2:9]3)[CH2:10]2.[CH3:12][N:13]([CH3:14])[CH:15]=[O:16].[H-:17].[Na+:18].[cH:48]1[cH:49][cH:50][cH:51][cH:52][cH:53]1>>[C:1]12([CH:35]3[CH2:34][CH:30]([C:31](=[O:32])[OH:33])[N:29]([C:19](=[O:20])[O:21][CH2:22][c:23]4[cH:24][cH:25][cH:26][cH:27][cH:28]4)[CH2:36]3)[CH2:2][CH:3]3[CH2:4][CH:5]([CH2:6][CH:7]([CH2:8]1)[CH2:9]3)[CH2:10]2. Reactants: aryl lithium, C(=O)=O (carbon dioxide), Cl (HCl), C(CCC)[Li] (n-Butyllithium), COC=1C=C(C=C(C1)OC)C1OCCCO1 (2-(3,5-dimethoxyphenyl)-1,3-dioxane), CN(C)CCN(C)C (TMEDA). Run in C(C)OCC (diethyl ether), C1CCOC1 (THF), C1CCOC1 (THF). Reaction conditions: temperature 0 celsius, time 60 minute. The product is COC1=C(C(=O)O)C(=CC(=C1)C=O)OC (2,6-dimethoxy-4-formylbenzoic acid). Reaction SMILES: CN(CCN(C)C)C.C([Li])CCC.[CH3:14][O:15][C:16]1[CH:17]=[C:18]([CH:24]2[O:29]CCCO2)[CH:19]=[C:20]([O:22][CH3:23])[CH:21]=1.[C:30](=[O:32])=[O:31].Cl>C1COCC1.C(OCC)C>[CH3:23][O:22][C:20]1[CH:19]=[C:18]([CH:24]=[O:29])[CH:17]=[C:16]([O:15][CH3:14])[C:21]=1[C:30]([OH:32])=[O:31]. Procedure details: Anhydrous TMEDA (2.05 ml, 13.62 mmole) and 90 ml dry THF was cooled to -78° C. under an argon atmosphere. n-Butyllithium (11.35 ml of a 1.20M soln.) was added and after 15 minutes, 2-(3,5-dimethoxyphenyl)-1,3-dioxane (44) (FIG. 23) (3.05 g, 13.62 mmole) predissolved in 50 ml dry THF was added. The reaction was warmed to 0° C. and was stirred at that temperature for an additional 60 minutes (the solution turned from a blood red color to a dark brown color). The aryl lithium solution was then pour... Reactants: CCCC(C(=O)OC)c1c(C)nc2c(Br)c(C(C)(C)C)nn2c1-c1ccc(C)cc1, CCN(C(C)C)C(C)C, OB(O)c1ccccc1. Product: CCCC(C(=O)OC)c1c(C)nc2c(-c3ccccc3)c(C(C)(C)C)nn2c1-c1ccc(C)cc1. Reaction SMILES: [Br:1][c:2]1[c:3]([C:27]([CH3:28])([CH3:29])[CH3:30])[n:4][n:5]2[c:6]1[n:7][c:8]([CH3:26])[c:9]([CH:18]([C:19](=[O:20])[O:21][CH3:22])[CH2:23][CH2:24][CH3:25])[c:10]2-[c:11]1[cH:12][cH:13][c:14]([CH3:17])[cH:15][cH:16]1.[CH:40]([N:41]([CH:42]([CH3:43])[CH3:44])[CH2:45][CH3:46])([CH3:47])[CH3:48].[c:31]1([B:37]([OH:38])[OH:39])[cH:32][cH:33][cH:34][cH:35][cH:36]1>>[c:2]1(-[c:31]2[cH:32][cH:33][cH:34][cH:35][cH:36]2)[c:3]([C:27]([CH3:28])([CH3:29])[CH3:30])[n:4][n:5]2[c:6]1[n:7][c:8]([CH3:26])[c:9]([CH:18]([C:19](=[O:20])[O:21][CH3:22])[CH2:23][CH2:24][CH3:25])[c:10]2-[c:11]1[cH:12][cH:13][c:14]([CH3:17])[cH:15][cH:16]1. As a reaction SMILES: Cl[CH:2]([CH3:8])[C:3]([N:5]([CH3:7])[CH3:6])=[O:4].[CH2:9]([C:11]1[C:12]([C:16]2[CH:21]=[CH:20][CH:19]=[CH:18][CH:17]=2)=[N:13][NH:14][CH:15]=1)[CH3:10].[CH3:22]C1C(C2C=CC=CC=2)=NNC=1>>[CH2:8]([CH:2]([N:14]1[CH:15]=[C:11]([CH2:9][CH3:10])[C:12]([C:16]2[CH:21]=[CH:20][CH:19]=[CH:18][CH:17]=2)=[N:13]1)[C:3]([N:5]([CH3:7])[CH3:6])=[O:4])[CH3:22]. Procedure: Using the procedure of Example 1, but substituting 2-bromo-N,N-dimethylbutyramide for 2-chloro-N,N-dimethylpropionamide and 4-ethyl-3-phenylpyrazole for 4-methyl-3-phenylpyrazole, there was obtained α,4-diethyl-N,N-dimethyl-3-phenylpyrazole-1-acetamide, m.p. 77.5°-79° C. Reactants: ClC(C(=O)N(C)C)C (2-chloro-N,N-dimethylpropionamide), C(C)C=1C(=NNC1)C1=CC=CC=C1 (4-ethyl-3-phenylpyrazole), CC=1C(=NNC1)C1=CC=CC=C1 (4-methyl-3-phenylpyrazole). Product: C(C)C(C(=O)N(C)C)N1N=C(C(=C1)CC)C1=CC=CC=C1 (α,4-diethyl-N,N-dimethyl-3-phenylpyrazole-1-acetamide).